The task is: describe an organic reaction: reactants, conditions, products, and yield. This data is from the Open Reaction Database (ORD), a public repository of structured organic reaction records. Reactants: C([C@H](O)C1=CC=CC=C1)(=O)O ((R)-mandelic acid), COC1=CC=C(CCN2[C@@H](CCC2)CN2C3=C(SCC4=C2C=CC=C4)C=CC=C3)C=C1 ((S)-5,11-Dihydro-5-[1-(4-methoxyphenethyl)-2-pyrrolidinylmethyl]dibenzo[b,e][1,4]thiazepine). Solvent: ClCCl (dichloromethane). Product: C([C@H](O)C1=CC=CC=C1)(=O)O.COC1=CC=C(CCN2[C@@H](CCC2)CN2C3=C(SCC4=C2C=CC=C4)C=CC=C3)C=C1 ((S)-5,11-Dihydro-5-[1-(4-methoxyphenethyl)-2-pyrrolidinylmethyl]dibenzo[b,e][1,4]thiazepine (R)-mandelate). Isolated yield 74.2%. As a reaction SMILES: [C:1]([OH:11])(=[O:10])[C@@H:2]([C:4]1[CH:9]=[CH:8][CH:7]=[CH:6][CH:5]=1)[OH:3].[CH3:12][O:13][C:14]1[CH:42]=[CH:41][C:17]([CH2:18][CH2:19][N:20]2[CH2:24][CH2:23][CH2:22][C@H:21]2[CH2:25][N:26]2[C:32]3[CH:33]=[CH:34][CH:35]=[CH:36][C:31]=3[CH2:30][S:29][C:28]3[CH:37]=[CH:38][CH:39]=[CH:40][C:27]2=3)=[CH:16][CH:15]=1>ClCCl>[C:1]([OH:11])(=[O:10])[C@@H:2]([C:4]1[CH:9]=[CH:8][CH:7]=[CH:6][CH:5]=1)[OH:3].[CH3:12][O:13][C:14]1[CH:15]=[CH:16][C:17]([CH2:18][CH2:19][N:20]2[CH2:24][CH2:23][CH2:22][C@H:21]2[CH2:25][N:26]2[C:32]3[CH:33]=[CH:34][CH:35]=[CH:36][C:31]=3[CH2:30][S:29][C:28]3[CH:37]=[CH:38][CH:39]=[CH:40][C:27]2=3)=[CH:41][CH:42]=1 |f:3.4|. Procedure details: A solution of (R)-mandelic acid (88 mg) and (S)-5,11-dihydro-5-[1-(4-methoxyphenethyl)-2-pyrrolidinylmethyl]dibenzo[b,e][1,4]thiazepine (see Examples 1 and 6) (250 mg) in dichloromethane (10 ml) was stirred at room temperature for 16 hours and evaporated under reduced pressure. The residue was triturated with ether and the resulting solid collected, dried and recrystallised from ethyl acetate/hexane to give the title compound as colourless crystals, (250 mg, 83%), m.p. 151°-153° C., [α]58925 -70...